This data is from the Open Reaction Database (ORD), a public repository of structured organic reaction records. The task is: describe an organic reaction: reactants, conditions, products, and yield Reactants: C(C)(C)(C)OC(NC1=C(C=C(C(=C1)Cl)C(F)(F)F)N)=O ((2-amino-5-chloro-4-trifluoromethyl-phenyl)-carbamic acid tert-butyl ester), C(C)(C)(C)OC(CC(=O)C1=CC(=CC=C1)C1=CC(=NC=C1C)C)=O (3-[3-(2,5-dimethyl-pyridin-4-yl)-phenyl]-3-oxo-propionic acid tert-butyl ester). Yields the product C(C)(C)(C)OC(NC1=C(C=C(C(=C1)Cl)C(F)(F)F)NC(CC(=O)C1=CC(=CC=C1)C1=CC(=NC=C1C)C)=O)=O ((5-Chloro-2-{3-[3-(2,5-dimethyl-pyridin-4-yl)-phenyl]-3-oxo-propionylamino}-4-trifluoromethyl-phenyl)-carbamic acid tert-butyl ester), foam. Isolated yield 57.0%. As a reaction SMILES: [C:1]([O:5][C:6](=[O:20])[NH:7][C:8]1[CH:13]=[C:12]([Cl:14])[C:11]([C:15]([F:18])([F:17])[F:16])=[CH:10][C:9]=1[NH2:19])([CH3:4])([CH3:3])[CH3:2].C([O:25][C:26](=O)[CH2:27][C:28]([C:30]1[CH:35]=[CH:34][CH:33]=[C:32]([C:36]2[C:41]([CH3:42])=[CH:40][N:39]=[C:38]([CH3:43])[CH:37]=2)[CH:31]=1)=[O:29])(C)(C)C>>[C:1]([O:5][C:6](=[O:20])[NH:7][C:8]1[CH:13]=[C:12]([Cl:14])[C:11]([C:15]([F:17])([F:18])[F:16])=[CH:10][C:9]=1[NH:19][C:26](=[O:25])[CH2:27][C:28]([C:30]1[CH:35]=[CH:34][CH:33]=[C:32]([C:36]2[C:41]([CH3:42])=[CH:40][N:39]=[C:38]([CH3:43])[CH:37]=2)[CH:31]=1)=[O:29])([CH3:4])([CH3:2])[CH3:3]. Reported procedure: The title compound was prepared from (2-amino-5-chloro-4-trifluoromethyl-phenyl)-carbamic acid tert-butyl ester (Example J19) (233 mg, 0.75 mmol) and 3-[3-(2,5-dimethyl-pyridin-4-yl)-phenyl]-3-oxo-propionic acid tert-butyl ester (Example K17) (244 mg, 0.75 mmol) according to the general procedure M. Obtained as an off-white foam (240 mg, 57%). Reactants: C1(CC2=CC=CC3=CC=CC1=C23)O (Acenaphthen-1-ol), P(Br)(Br)Br (Phosphorous tribromide). Solvent: C(C)OCC (diethyl ether). Run at temperature 0 celsius, time 30 minute. The product is BrC1CC2=CC=CC3=CC=CC1=C23 (1-bromo-acenaphthene). RXN SMILES: [CH:1]1(O)[C:11]2=[C:12]3[C:7](=[CH:8][CH:9]=[CH:10]2)[CH:6]=[CH:5][CH:4]=[C:3]3[CH2:2]1.P(Br)(Br)[Br:15]>C(OCC)C>[Br:15][CH:1]1[C:11]2=[C:12]3[C:7](=[CH:8][CH:9]=[CH:10]2)[CH:6]=[CH:5][CH:4]=[C:3]3[CH2:2]1. Procedure details: Acenaphthen-1-ol (88 mol) was dissolved in diethyl ether (150 mL) and cooled down to 0° C. Phosphorous tribromide (3.2 mL, 35 mmol) was then added slowly under nitrogen atmosphere. The reaction mixture was stirred for 30 minutes at room temperature and cooled to 0° C. The reaction mixture was partitioned with water and diethyl ether. The organic layer was dried over Na2SO4, filtered and the solvent evaporated in vacuo to yield the title compound as a yellow solid. Starting materials: Cc1ccccc1, O=C=NS(=O)(=O)Cl, Cl, O=C1Cc2ccccc2N1, O. Yields the product NC(=O)N1C(=O)Cc2ccccc21. As a reaction SMILES: [CH3:11][c:12]1[cH:13][cH:14][cH:15][cH:16][cH:17]1.[Cl:18][S:19](=[O:20])(=[O:21])[N:22]=[C:23]=[O:24].[ClH:25].[NH:1]1[C:2](=[O:10])[CH2:3][c:4]2[cH:5][cH:6][cH:7][cH:8][c:9]21.[OH2:26]>>[N:1]1([C:23]([NH2:22])=[O:24])[C:2](=[O:10])[CH2:3][c:4]2[cH:5][cH:6][cH:7][cH:8][c:9]21.